From a dataset of the Open Reaction Database (ORD), a public repository of structured organic reaction records. describe an organic reaction: reactants, conditions, products, and yield The reactants are CCOC(C)=O, CCOC(=O)CNc1ncccc1[N+](=O)[O-]. Product: CCOC(=O)CNc1ncccc1N. RXN SMILES: [CH3:17][CH2:18][O:19][C:20]([CH3:21])=[O:22].[N+:1]([O-:2])(=[O:3])[c:4]1[c:5]([NH:10][CH2:11][C:12](=[O:13])[O:14][CH2:15][CH3:16])[n:6][cH:7][cH:8][cH:9]1>>[NH2:1][c:4]1[c:5]([NH:10][CH2:11][C:12](=[O:13])[O:14][CH2:15][CH3:16])[n:6][cH:7][cH:8][cH:9]1. The reactants are COC=Cc1ccc(-c2ccc(Br)cc2)nc1, Cl. The product is O=CCc1ccc(-c2ccc(Br)cc2)nc1. Reaction SMILES: [Br:1][c:2]1[cH:3][cH:4][c:5](-[c:8]2[n:9][cH:10][c:11]([CH:14]=[CH:15][O:16][CH3:17])[cH:12][cH:13]2)[cH:6][cH:7]1.[ClH:18]>>[Br:1][c:2]1[cH:3][cH:4][c:5](-[c:8]2[n:9][cH:10][c:11]([CH2:14][CH:15]=[O:16])[cH:12][cH:13]2)[cH:6][cH:7]1. The reactants are COc1ccc(C(=O)N2CCC3(CC2)NC(=O)C(CCSC)N3)c(OC)c1, C[Si](C)(C)Cl, CCC(C)=O, O. Product: COc1ccc(C(=O)N2CCC3(CC2)NC(=O)C(CCSC)N3)c(OC)c1, Cl. RXN SMILES: [CH3:1][O:2][c:3]1[c:4]([C:5](=[O:6])[N:7]2[CH2:8][CH2:9][C:10]3([NH:11][CH:12]([CH2:16][CH2:17][S:18][CH3:19])[C:13](=[O:15])[NH:14]3)[CH2:20][CH2:21]2)[cH:22][cH:23][c:24]([O:26][CH3:27])[cH:25]1.[CH3:29][Si:30]([CH3:31])([CH3:32])[Cl:33].[CH3:34][C:35]([CH2:36][CH3:37])=[O:38].[OH2:28]>>[CH3:1][O:2][c:3]1[c:4]([C:5](=[O:6])[N:7]2[CH2:8][CH2:9][C:10]3([NH:11][CH:12]([CH2:16][CH2:17][S:18][CH3:19])[C:13](=[O:15])[NH:14]3)[CH2:20][CH2:21]2)[cH:22][cH:23][c:24]([O:26][CH3:27])[cH:25]1.[ClH:33]. Starting materials: COC=1C=C(C=CC1OC)CCN (3,4-dimethyloxyphenylethylamine), COC1=CC=C(C2CO2)C=C1 (p-methoxystyrene oxide). Solvent: C(C)(=O)OCC.CCCCCC (ethyl acetate hexane). Reaction conditions: time 8 hour. Yields the product COC=1C=C(C=CC1OC)CCNCC(C1=CC=C(C=C1)OC)O (N-[2-(3,4-dimethoxyphenyl)-ethyl]-2-hydroxy-2-(4-methoxyphenyl)ethylamine). RXN SMILES: [CH3:1][O:2][C:3]1[CH:4]=[C:5]([CH2:11][CH2:12][NH2:13])[CH:6]=[CH:7][C:8]=1[O:9][CH3:10].[CH3:14][O:15][C:16]1[CH:24]=[CH:23][C:19]([CH:20]2[O:22][CH2:21]2)=[CH:18][CH:17]=1>C(OCC)(=O)C.CCCCCC>[CH3:1][O:2][C:3]1[CH:4]=[C:5]([CH2:11][CH2:12][NH:13][CH2:21][CH:20]([OH:22])[C:19]2[CH:23]=[CH:24][C:16]([O:15][CH3:14])=[CH:17][CH:18]=2)[CH:6]=[CH:7][C:8]=1[O:9][CH3:10] |f:2.3|. Procedure: A mixture of 16 g. (88 mmole) of 3,4-dimethyloxyphenylethylamine and 13.5 g. (88 mmole) of p-methoxystyrene oxide is heated with stirring under argon on a steam bath overnight. A sample is withdrawn from the reaction mixture and chromatographed on a silica column, eluting with benzene ethyl acetate to isolate the pure product in crystalline form. To the remainder of the reaction mixture is added 100 ml. of ethyl acetate-hexane (1:1) and seeded with the crystalline product, with stirring and chil... Starting materials: Cl.CS(=O)(=O)NC1=CC=C(C(=O)C2CCNCC2)C=C1 (4-(4-Methylsulfonylaminobenzoyl)piperidine hydrochloride), [N+](=O)([O-])C1=CC=C(OCCCI)C=C1 (1-(4-nitrophenoxy)-3-iodopropane). Product: [N+](=O)([O-])C1=CC=C(OCCCN2CCC(CC2)C(=O)C2=CC=C(C=C2)NS(=O)(=O)C)C=C1 (N-[4-[[1-[3-(4-Nitrophenoxy)propyl]-4-piperidinyl]carbonyl]phenyl]methanesulfonamide). Yield: 46.2%. RXN SMILES: Cl.[CH3:2][S:3]([NH:6][C:7]1[CH:20]=[CH:19][C:10]([C:11]([CH:13]2[CH2:18][CH2:17][NH:16][CH2:15][CH2:14]2)=[O:12])=[CH:9][CH:8]=1)(=[O:5])=[O:4].[N+:21]([C:24]1[CH:34]=[CH:33][C:27]([O:28][CH2:29][CH2:30][CH2:31]I)=[CH:26][CH:25]=1)([O-:23])=[O:22]>>[N+:21]([C:24]1[CH:34]=[CH:33][C:27]([O:28][CH2:29][CH2:30][CH2:31][N:16]2[CH2:17][CH2:18][CH:13]([C:11]([C:10]3[CH:9]=[CH:8][C:7]([NH:6][S:3]([CH3:2])(=[O:4])=[O:5])=[CH:20][CH:19]=3)=[O:12])[CH2:14][CH2:15]2)=[CH:26][CH:25]=1)([O-:23])=[O:22] |f:0.1|. Reported procedure: 4-(4-Methylsulfonylaminobenzoyl)piperidine hydrochloride (1.97 g, 6.19 mmol) and 1-(4-nitrophenoxy)-3-iodopropane (1.90 g, 6.19 mmol) were reacted by the procedure of Example 1 to afford 1.32 g (46%) of the desired product as a white solid: mp 162°-164° C.; 1H NMR (DMSO-d6): δ10.29 (br s, 1H), 8.19 (d, J=9.30 Hz, 2H), 7.93 (d, J=8.86 Hz, 2H), 7.26 (d, J=8.84 Hz, 2H), 7.13 (d, J=9.31 Hz, 2H), 4.15 (t, J=6.34 Hz, 2H), 3.32 (m, 1H), 3.09 (s, 3H), 2.89 (m, 2H), 2.48 (m, 2H), 2.07 (m, 2H), 1.91 (m, 2...